From a dataset of the Open Reaction Database (ORD), a public repository of structured organic reaction records. describe an organic reaction: reactants, conditions, products, and yield Reactants: ClC1=C(C=CC(=C1)C(F)(F)F)O (2-chloro-4-trifluoromethylphenol), NC1=NC(=CC=C1[N+](=O)[O-])Cl (2-amino-3-nitro-6-chloropyridine), C([O-])([O-])=O.[K+].[K+] (potassium carbonate), CS(=O)C (dimethyl sulfoxide). The solvent is O (water). The product is NC1=NC(=CC=C1[N+](=O)[O-])OC1=C(C=C(C=C1)C(F)(F)F)Cl (2-Amino-3-nitro-6-(2-chloro-4-trifluoromethylphenoxy)pyridine). The yield is 76.5%. RXN SMILES: [Cl:1][C:2]1[CH:7]=[C:6]([C:8]([F:11])([F:10])[F:9])[CH:5]=[CH:4][C:3]=1[OH:12].[NH2:13][C:14]1[C:19]([N+:20]([O-:22])=[O:21])=[CH:18][CH:17]=[C:16](Cl)[N:15]=1.C(=O)([O-])[O-].[K+].[K+].CS(C)=O>O>[NH2:13][C:14]1[C:19]([N+:20]([O-:22])=[O:21])=[CH:18][CH:17]=[C:16]([O:12][C:3]2[CH:4]=[CH:5][C:6]([C:8]([F:10])([F:11])[F:9])=[CH:7][C:2]=2[Cl:1])[N:15]=1 |f:2.3.4|. Reported procedure: 12.5 g of 2-chloro-4-trifluoromethylphenol, 10.0 g of 2-amino-3-nitro-6-chloropyridine, 10.5 g of potassium carbonate, and 200 ml of dimethyl sulfoxide were charged in a flask, and the mixture was allowed to react at 30° C. for twenty-four hours while stirring. After completion of the reaction, the reaction product was poured into water, followed by extracting with methylene chloride. The extracted phase was washed with water and dried, and the methylene chloride was distilled off under reduced ... RXN SMILES: C(OC([N:8]1[C@H:13]([C:14](=[O:28])[NH:15][C:16]2[CH:21]=[CH:20][CH:19]=[C:18]([O:22][C:23]([F:26])([F:25])[F:24])[C:17]=2[F:27])[CH2:12][C@@H:11]2[C@H:9]1[CH2:10]2)=O)(C)(C)C.[C:29]([OH:35])([C:31]([F:34])([F:33])[F:32])=[O:30]>C(Cl)Cl>[F:32][C:31]([F:34])([F:33])[C:29]([OH:35])=[O:30].[F:27][C:17]1[C:18]([O:22][C:23]([F:26])([F:24])[F:25])=[CH:19][CH:20]=[CH:21][C:16]=1[NH:15][C:14]([C@@H:13]1[CH2:12][C@@H:11]2[C@@H:9]([CH2:10]2)[NH:8]1)=[O:28] |f:3.4|. The solvent is C(Cl)Cl (CH2Cl2). The reactants are C(C)(C)(C)OC(=O)N1[C@@H]2C[C@@H]2C[C@H]1C(NC1=C(C(=CC=C1)OC(F)(F)F)F)=O ((1R,3S,5R)-3-(2-fluoro-3-trifluoromethoxy-phenylcarbamoyl)-2-aza-bicyclo[3.1.0]hexane-2-carboxylic acid tert-butyl ester), C(=O)(C(F)(F)F)O (TFA). Reported procedure: To a solution of ((1R,3S,5R)-3-(2-fluoro-3-trifluoromethoxy-phenylcarbamoyl)-2-aza-bicyclo[3.1.0]hexane-2-carboxylic acid tert-butyl ester (2.56 g, 6.33 mmol) in CH2Cl2 (20 mL) was added TFA (10 mL, 130 mmol) and the solution was stirred at RT for 16 h. CH2Cl2 was concentrated, the residue was suspended in MeOH, concentrated again and dried under high vacuum to give the desired material which was used without further purification in the next step. MS: 305 [M+H]+; tR (HPLC conditions c): 3.55 min... Product: FC(C(=O)O)(F)F.FC1=C(C=CC=C1OC(F)(F)F)NC(=O)[C@H]1N[C@@H]2C[C@@H]2C1 ((1R,3S,5R)-2-Aza-bicyclo[3.1.0]hexane-3-carboxylic acid (2-fluoro-3-trifluoro methoxy-phenyl)-amide trifluoroacetate). Reaction conditions: time 16 hour. Starting materials: NC1=CC(=C(OC2=CC(=NC3=CC(=C(C=C23)OC)OC)N)C=C1)F (4-(4-amino-2-fluoro-phenoxy)-6,7-dimethoxy-quinolin-2-ylamine), COC=1C=C2C(=CC(=NC2=CC1OC)SC)OC1=C(C=C(C=C1)NC(=O)C1(CC1)C(=O)NC1=CC=C(C=C1)F)F (N-(4-{[6,7-bis(methyloxy)-2-(methylthio)quinolin-4-yl]oxy}-3-fluorophenyl)-N′-(4-fluorophenyl)cyclopropane-1,1-dicarboxamide). The product is C1(CC1)(C(=O)N)C(=O)N (cyclopropane-1,1-dicarboxamide), solid. The yield is 4.0%. RXN SMILES: NC1C=CC(OC2C3C(=CC(OC)=C(OC)C=3)N=C(N)C=2)=C(F)C=1.COC1C=C2C(=CC=1OC)N=C(SC)C=C2OC1C=CC([NH:48][C:49]([C:51]2([C:54]([NH:56]C3C=CC(F)=CC=3)=[O:55])[CH2:53][CH2:52]2)=[O:50])=CC=1F>>[C:51]1([C:54]([NH2:56])=[O:55])([C:49]([NH2:48])=[O:50])[CH2:53][CH2:52]1. Procedure details: N-(4-{[2-amino-6,7-bis(methyloxy)quinolin-4-yl]oxy}-3-fluorophenyl)-N′-fluorophenyl)cyclopropane-1,1-dicarboxamide was synthesized from 4-(4-amino-2-fluoro-phenoxy)-6,7-dimethoxy-quinolin-2-ylamine in a similar manner as N-(4-{[6,7-bis(methyloxy)-2-(methylthio)quinolin-4-yl]oxy}-3-fluorophenyl)-N′-(4-fluorophenyl)cyclopropane-1,1-dicarboxamide. It was purified by preparatory HPLC using ammonium acetate and isolated as a white solid (4.0% yield). 1H NMR (DMSO-d6) δ 10.34 (s, 1H), 9.95 (s, 1H), 7.... Reactants: Cc1c(CCC(=O)O)c[nH]c1C=O, C1CCNCC1, COc1ccc(-c2ccc3c(c2)NC(=O)C3)cc1, CCO. Product: COc1ccc(-c2ccc3c(c2)NC(=O)C3=Cc2[nH]cc(CCC(=O)O)c2C)cc1. RXN SMILES: [C:1](=[O:2])([OH:3])[CH2:4][CH2:5][c:6]1[c:7]([CH3:13])[c:8]([CH:11]=[O:12])[nH:9][cH:10]1.[CH2:32]1[CH2:33][CH2:34][NH:35][CH2:36][CH2:37]1.[CH3:14][O:15][c:16]1[cH:17][cH:18][c:19](-[c:22]2[cH:23][cH:24][c:25]3[c:29]([cH:30]2)[NH:28][C:27](=[O:31])[CH2:26]3)[cH:20][cH:21]1.[CH3:38][CH2:39][OH:40]>>[C:1](=[O:2])([OH:3])[CH2:4][CH2:5][c:6]1[c:7]([CH3:13])[c:8]([CH:11]=[C:26]2[c:25]3[cH:24][cH:23][c:22](-[c:19]4[cH:18][cH:17][c:16]([O:15][CH3:14])[cH:21][cH:20]4)[cH:30][c:29]3[NH:28][C:27]2=[O:31])[nH:9][cH:10]1. The reactants are O (water), O (water), C(CCCCCCCCCCC)S (1-dodecylmercaptan), C(CCCCCCCCCCC)S (laurylmercaptan), S(O)(O)(=O)=O (sulfuric acid), C(C)(C)O (isopropanol), C(C)(C)O (isopropyl alcohol). Yield: 98.2%. Product: C(CCCCCCCCCCC)CCC(=S)O (3-dodecylthiopropionic acid). Reaction conditions: temperature 60 celsius. Procedure: The same basic ingredients and quantities thereof were reacted as specified in Example 1, except the initial reaction composition included 75 ml. of isopropanol and 50 ml. of water. The resulting clear solution was cooled to 60° C., and the 1-dodecylmercaptan or laurylmercaptan was added during a 30-minute time period. No temperature change was noted, the composition was heated to reflux, and 25 ml. of water were added. Adding 25 ml. of isopropyl alcohol resulted in a clear solution, which was r... Reaction SMILES: [OH2:1].[CH2:2]([SH:14])[CH2:3][CH2:4][CH2:5][CH2:6][CH2:7][CH2:8][CH2:9][CH2:10][CH2:11][CH2:12][CH3:13].S(=O)(=O)(O)O.[CH:20](O)([CH3:22])[CH3:21]>>[CH2:5]([CH2:4][CH2:3][C:2]([OH:1])=[S:14])[CH2:6][CH2:7][CH2:8][CH2:9][CH2:10][CH2:11][CH2:12][CH2:13][CH2:21][CH2:20][CH3:22]. Starting materials: CC1=NC2=C3N=C(C=CC3=CC=C2C=C1)C (2,9-Dimethyl-1,10-phenanthroline), [N+](=O)(O)[O-] (nitric acid), ice water. Run in S(O)(O)(=O)=O (sulfuric acid). Reaction conditions: temperature 100 celsius. Yields the product [N+](=O)([O-])C1=C2C=CC(=NC2=C2N=C(C=CC2=C1)C)C (5-nitro-2,9-dimethyl-1,10-phenanthroline). As a reaction SMILES: [CH3:1][C:2]1[CH:15]=[CH:14][C:13]2[C:4](=[C:5]3[C:10](=[CH:11][CH:12]=2)[CH:9]=[CH:8][C:7]([CH3:16])=[N:6]3)[N:3]=1.[N+:17]([O-])([OH:19])=[O:18]>S(=O)(=O)(O)O>[N+:17]([C:11]1[CH:12]=[C:13]2[C:4]([N:3]=[C:2]([CH3:1])[CH:15]=[CH:14]2)=[C:5]2[C:10]=1[CH:9]=[CH:8][C:7]([CH3:16])=[N:6]2)([O-:19])=[O:18]. Reported procedure: 2,9-Dimethyl-1,10-phenanthroline (h) (20 g) was dissolved in a mixture of sulfuric acid (120 ml) and nitric acid (40 ml), and the mixture was heated at 100° C. for 12 hours with stirring. The resulting solution was poured into ice water (300 ml), and the formed precipitate was collected. The precipitate was dissolved in water (500 ml) and neutralized with sodium hydroxide. The resulting precipitate was collected and recrystallized from methanol (300 ml) to give the desired 5-nitro-2,9-dimethyl-1... Procedure: A mixture of 3-nitro-4-phenyl-6-trifluoromethylquinoline (2.0 g), stannous chloride dihydrate (5.0 g) and conc. hydrochloric acid (20 ml) was stirred for 1 hr. at 100° C. The mixture was neutralized with 6N-sodium hydroxide solution and extracted with chloroform. The chloroform layer was washed with water, dried over anhydrous magnesium sulfate, and then distilled to remove the solvent. The residue was recrystallized from a mixture of isopropyl ether and hexane to give 3-amino-4-phenyl-6-trifluo... Starting materials: [N+](=O)([O-])C=1C=NC2=CC=C(C=C2C1C1=CC=CC=C1)C(F)(F)F (3-nitro-4-phenyl-6-trifluoromethylquinoline), stannous chloride dihydrate, [OH-].[Na+] (sodium hydroxide). The solvent is Cl (hydrochloric acid). Conditions: time 1 hour. The yield is 80.6%. RXN SMILES: [N+:1]([C:4]1[CH:5]=[N:6][C:7]2[C:12]([C:13]=1[C:14]1[CH:19]=[CH:18][CH:17]=[CH:16][CH:15]=1)=[CH:11][C:10]([C:20]([F:23])([F:22])[F:21])=[CH:9][CH:8]=2)([O-])=O.[OH-].[Na+]>Cl>[NH2:1][C:4]1[CH:5]=[N:6][C:7]2[C:12]([C:13]=1[C:14]1[CH:19]=[CH:18][CH:17]=[CH:16][CH:15]=1)=[CH:11][C:10]([C:20]([F:23])([F:21])[F:22])=[CH:9][CH:8]=2 |f:1.2|. Product: NC=1C=NC2=CC=C(C=C2C1C1=CC=CC=C1)C(F)(F)F (3-amino-4-phenyl-6-trifluoromethylquinoline). Reactants: [H-].[Al+3].[Li+].[H-].[H-].[H-] (Lithium aluminum hydride), carboxylic acid, NCC1=CC=C(C(=O)O)C=C1 (4-aminomethyl-benzoic acid). Run in C(C)OCC (diethyl ether). Conditions: time 20 hour. Yields the product NCC1=CC=C(C=C1)CO ((4-aminomethyl-phenyl)-methanol). Yield: 82.6%. Reaction SMILES: [NH2:1][CH2:2][C:3]1[CH:11]=[CH:10][C:6]([C:7](O)=[O:8])=[CH:5][CH:4]=1.[H-].[Al+3].[Li+].[H-].[H-].[H-]>C(OCC)C>[NH2:1][CH2:2][C:3]1[CH:11]=[CH:10][C:6]([CH2:7][OH:8])=[CH:5][CH:4]=1 |f:1.2.3.4.5.6|. Procedure details: A solution of 4-aminomethyl-benzoic acid (0.20 g) in 20 mL diethyl ether was cooled to 0° C. Lithium aluminum hydride (0.19 g) was added in portions to the stirring carboxylic acid solution. The resulting slurry was stirred for 20 h and then cooled to 0 C. The mixture was carefully quenched by the sequential addition of 0.2 mL of water followed by 0.2 mL of 3 N sodium hydroxide followed by 0.6 mL of more water. The mixture was stirred for 15 min, then filtered to remove the aluminum salts. The f...